Dataset: the Open Reaction Database (ORD), a public repository of structured organic reaction records. Task: describe an organic reaction: reactants, conditions, products, and yield The product is ClC=1C(=NC=NC1C(C)F)NC(C)C1=CC=C(C=C1)SC (5-chloro-6-(1-fluoroethyl)-4-[1-(4-methylthiophenyl)ethylamino]pyrimidine). As a reaction SMILES: [Cl:1][C:2]1[C:3]([NH:11][CH:12]([C:14]2[CH:19]=[CH:18][C:17]([S:20][CH3:21])=[CH:16][CH:15]=2)[CH3:13])=[N:4][CH:5]=[N:6][C:7]=1[CH:8](O)[CH3:9].C(N(S(F)(F)[F:28])CC)C>ClCCl>[Cl:1][C:2]1[C:3]([NH:11][CH:12]([C:14]2[CH:19]=[CH:18][C:17]([S:20][CH3:21])=[CH:16][CH:15]=2)[CH3:13])=[N:4][CH:5]=[N:6][C:7]=1[CH:8]([F:28])[CH3:9]. The reactants are ClC=1C(=NC=NC1C(C)O)NC(C)C1=CC=C(C=C1)SC (5-chloro-6-(1-hydroxyethyl)-4-[1-(4-methylthiophenyl)ethylamino]pyrimidine), C(C)N(CC)S(F)(F)F (diethylaminosulfur trifluoride). Conditions: time 1 hour. Reported procedure: In 80 ml of dichloromethane was dissolved 4.7 g of 5-chloro-6-(1-hydroxyethyl)-4-[1-(4-methylthiophenyl)ethylamino]pyrimidine, and to the mixture was added dropwise 2.6 g of diethylaminosulfur trifluoride under ice cooling. The mixture was stirred at room temperature for 1 hour. Solvent: ClCCl (dichloromethane). Reactants: ClC(C(=O)OCC=1CS[C@H]2N(C1C(=O)O)C([C@H]2NC(CC=2SC=CC2)=O)=O)Cl (3-Dichloroacetoxymethyl-7β-(2'-thienylacetamido)-ceph-3-em-4-carboxylic acid), C(C)(C)O (isopropanol). Yields the product C(C)(C)OCC=1CS[C@H]2N(C1C(=O)O)C([C@H]2NC(CC=2SC=CC2)=O)=O (3-Isopropoxymethyl-7β-(2'-thienylacetamido)ceph-3-em-4-carboxylic acid). As a reaction SMILES: Cl[CH:2](Cl)[C:3]([O:5][CH2:6][C:7]1[CH2:8][S:9][C@@H:10]2[C@H:17]([NH:18][C:19](=[O:26])[CH2:20][C:21]3[S:22][CH:23]=[CH:24][CH:25]=3)[C:16](=[O:27])[N:11]2[C:12]=1[C:13]([OH:15])=[O:14])=O.[CH:29](O)(C)C>>[CH:3]([O:5][CH2:6][C:7]1[CH2:8][S:9][C@@H:10]2[C@H:17]([NH:18][C:19](=[O:26])[CH2:20][C:21]3[S:22][CH:23]=[CH:24][CH:25]=3)[C:16](=[O:27])[N:11]2[C:12]=1[C:13]([OH:15])=[O:14])([CH3:29])[CH3:2]. Procedure details: 3-Dichloroacetoxymethyl-7β-(2'-thienylacetamido)-ceph-3-em-4-carboxylic acid (12.0 g., 25.8 m.mole.) was refluxed in isopropanol (100 ml.) for 45 minutes. After filtration through a pad of Kieselguhr, the isopropanol solution was poured into water (1000 ml.) and the pH adjusted to 8.5. The solution was extracted with ethyl acetate (2 × 100 ml.) and the extracts discarded. The solution was then acidified to pH 1.5 with 2N-hydrochloric acid and extracted with ethyl acetate (3 × 100 ml.). The ethyl... Reactants: O (Water), OOS(=O)[O-].[K+] (Oxone), ClC1=C(C=CC(=C1)SCC=C)NC([C@@](C(F)(F)F)(C)O)=O ((R)-N-{2-chloro-4-(2-propenylsulphanyl)phenyl}-2-hydroxy-2-methyl-3,3,3-trifluoropropanamide), O (water). Solvent: CO (methanol). Conditions: time 1.5 hour. Yields the product ClC1=C(C=CC(=C1)S(=O)(=O)CC=C)NC([C@@](C(F)(F)F)(C)O)=O ((R)-N-{2-Chloro-4-(2-propenylsulphonyl)phenyl}-2-hydroxy-2-methyl-3,3,3-trifluoropropanamide). As a reaction SMILES: [OH:1]OS([O-])=O.[K+].[Cl:7][C:8]1[CH:13]=[C:12]([S:14][CH2:15][CH:16]=[CH2:17])[CH:11]=[CH:10][C:9]=1[NH:18][C:19](=[O:27])[C@:20]([OH:26])([CH3:25])[C:21]([F:24])([F:23])[F:22].[OH2:28]>CO>[Cl:7][C:8]1[CH:13]=[C:12]([S:14]([CH2:15][CH:16]=[CH2:17])(=[O:1])=[O:28])[CH:11]=[CH:10][C:9]=1[NH:18][C:19](=[O:27])[C@:20]([OH:26])([CH3:25])[C:21]([F:24])([F:22])[F:23] |f:0.1|. Reported procedure: A solution of Oxone (1.44 g) in water (15 ml) was added to a solution of (R)-N-{2-chloro-4-(2-propenylsulphanyl)phenyl}-2-hydroxy-2-methyl-3,3,3-trifluoropropanamide (Example 407) (0.389 g) in methanol (15 ml). The mixture was stirred for 1.5 hours. Water (50 ml) was added and the mixture extracted into ethyl acetate (100 ml) and dried. Volatile material was removed by evaporation and the residue purified on a silica gel Mega Bond Elut column eluting with 20-30% ethyl acetate/iso-hexane to give ... Starting materials: ClC1=CC(=C(NC2=CC=NC3=CC(=C(C=C23)C(=O)OC)OC)C=C1)F (4-(4-chloro-2-fluoroanilino)-7-methoxy-6-methoxycarbonylquinoline), [OH-].[Na+] (sodium hydroxide). The solvent is CO (methanol), O (water). Run at temperature 70 celsius, time 15 minute. Product: C(=O)(O)C=1C=C2C(=CC=NC2=CC1OC)NC1=C(C=C(C=C1)Cl)F (6-carboxy-4-(4-chloro-2-fluoroanilino)-7-methoxyquinoline). Yield: 91.2%. As a reaction SMILES: [Cl:1][C:2]1[CH:24]=[CH:23][C:5]([NH:6][C:7]2[C:16]3[C:11](=[CH:12][C:13]([O:21][CH3:22])=[C:14]([C:17]([O:19]C)=[O:18])[CH:15]=3)[N:10]=[CH:9][CH:8]=2)=[C:4]([F:25])[CH:3]=1.[OH-].[Na+]>CO.O>[C:17]([C:14]1[CH:15]=[C:16]2[C:11](=[CH:12][C:13]=1[O:21][CH3:22])[N:10]=[CH:9][CH:8]=[C:7]2[NH:6][C:5]1[CH:23]=[CH:24][C:2]([Cl:1])=[CH:3][C:4]=1[F:25])([OH:19])=[O:18] |f:1.2|. Procedure details: A mixture of 4-(4-chloro-2-fluoroanilino)-7-methoxy-6-methoxycarbonylquinoline (1.79 g, 4.9 mmol), (prepared as described in Example 55), and sodium hydroxide (0.6 g, 15 mmol) in methanol (75 ml) and water (5 ml) was heated at 70° C. for 4 hours. The mixture was allowed to cool and the volatiles were removed by evaporation. The solid residue was suspended in water and acetic acid was added to adjust the aqueous suspension to pH5. The mixture was stirred for 15 minutes and the solid product was c... The product is BrC1=CC=C(OCCO)C=C1 (2-(4-Bromo-phenoxy)-ethanol). Reagents/catalysts: N1C=NC=C1 (imidazole). The reactants are BrC1=CC=C(C=C1)O (4-Bromophenol), O1C(OCC1)=O ([1,3]Dioxolan-2-one). Procedure: 4-Bromophenol (100 g, 0.58 mol) was dissolved in in xylenes (220 mL). [1,3]Dioxolan-2-one (53.7 g, 0.61 mol) and imidazole (592 mg, 8.70 mmol) were added. The mixture was heated to 140° C. for 3 days. The mixture was allowed to cool to rt, and the solvents were removed under reduced pressure. Drying the residue under high vacuum yielded the title compound (130 g, quantitative). LC-MS: tR=0.81 min. Yield: 103.3%. Solvent: xylenes. Conditions: temperature 140 celsius. As a reaction SMILES: [Br:1][C:2]1[CH:7]=[CH:6][C:5]([OH:8])=[CH:4][CH:3]=1.[O:9]1[CH2:13][CH2:12]OC1=O>N1C=CN=C1>[Br:1][C:2]1[CH:7]=[CH:6][C:5]([O:8][CH2:12][CH2:13][OH:9])=[CH:4][CH:3]=1. The reactants are CC(C)OC(=O)N1CCC(COc2ccc(Br)cc2)CC1, O=C([O-])[O-], CN(C)C(=O)c1ccc(B(O)O)cc1, COCCOC, [Na+], [Na+], Cl[Pd]Cl, c1ccc(P(c2ccccc2)c2ccccc2)cc1, c1ccc(P(c2ccccc2)c2ccccc2)cc1. The product is CC(C)OC(=O)N1CCC(COc2ccc(-c3ccc(C(=O)N(C)C)cc3)cc2)CC1. Reaction SMILES: [Br:15][c:16]1[cH:17][cH:18][c:19]([O:22][CH2:23][CH:24]2[CH2:25][CH2:26][N:27]([C:30](=[O:31])[O:32][CH:33]([CH3:34])[CH3:35])[CH2:28][CH2:29]2)[cH:20][cH:21]1.[C:36](=[O:37])([O-:38])[O-:39].[CH3:1][N:2]([C:3](=[O:4])[c:5]1[cH:6][cH:7][c:8]([B:11]([OH:12])[OH:13])[cH:9][cH:10]1)[CH3:14].[CH3:83][O:84][CH2:85][CH2:86][O:87][CH3:88].[Na+:40].[Na+:41].[Pd:42]([Cl:43])[Cl:44].[c:45]1([P:46]([c:47]2[cH:48][cH:49][cH:50][cH:51][cH:52]2)[c:53]2[cH:54][cH:55][cH:56][cH:57][cH:58]2)[cH:59][cH:60][cH:61][cH:62][cH:63]1.[c:64]1([P:65]([c:66]2[cH:67][cH:68][cH:69][cH:70][cH:71]2)[c:72]2[cH:73][cH:74][cH:75][cH:76][cH:77]2)[cH:78][cH:79][cH:80][cH:81][cH:82]1>>[CH3:1][N:2]([C:3](=[O:4])[c:5]1[cH:6][cH:7][c:8](-[c:16]2[cH:17][cH:18][c:19]([O:22][CH2:23][CH:24]3[CH2:25][CH2:26][N:27]([C:30](=[O:31])[O:32][CH:33]([CH3:34])[CH3:35])[CH2:28][CH2:29]3)[cH:20][cH:21]2)[cH:9][cH:10]1)[CH3:14]. Solvent: CO (methanol). RXN SMILES: C[O:2][C:3]([C:5]1[CH:14]=[C:13]2[C:8]([CH2:9][CH2:10][CH2:11][N:12]2[C:15]([O:17][C:18]([CH3:21])([CH3:20])[CH3:19])=[O:16])=[CH:7][CH:6]=1)=[O:4].[OH-].[Na+]>CO>[C:18]([O:17][C:15]([N:12]1[C:13]2[C:8](=[CH:7][CH:6]=[C:5]([C:3]([OH:4])=[O:2])[CH:14]=2)[CH2:9][CH2:10][CH2:11]1)=[O:16])([CH3:21])([CH3:19])[CH3:20] |f:1.2|. Conditions: time 5 hour. Reactants: COC(=O)C1=CC=C2CCCN(C2=C1)C(=O)OC(C)(C)C (3,4-dihydro-2H-quinoline-1,7-dicarboxylic acid 1-tert-butyl ester 7-methyl ester), [OH-].[Na+] (NaOH). Reported procedure: A solution of crude 3,4-dihydro-2H-quinoline-1,7-dicarboxylic acid 1-tert-butyl ester 7-methyl ester (2.7 g, 9.2 mmol) in methanol (30 ml) was treated with 3N NaOH (10 ml, 30 mmol, 3.3 equiv.) and stirred at room temperature for 5 h. The methanol was evaporated and the residual slurry was treated with 3N HCl (10 ml). The white precipitate was filtered, washing with water, and dried under high vacuum to afford 3,4-dihydro-2H-quinoline-1,7-dicarboxylic acid 1-tert-butyl ester as a white solid, 2.5... The product is C(C)(C)(C)OC(=O)N1CCCC2=CC=C(C=C12)C(=O)O (3,4-dihydro-2H-quinoline-1,7-dicarboxylic acid 1-tert-butyl ester). Starting materials: Cl.NCC=1C=C2CN(C(C2=CC1)=O)C1C(NC(CC1)=O)=O (3-(5-aminomethyl-1-oxo-1,3-dihydro-isoindol-2-yl)-piperidine-2,6-dione hydrochloride), [N+](=O)([O-])C=1C=C(C=CC1)N=C=O (3-nitropheny isocyanate), TEA. The solvent is C(C)#N (acetonitrile). Run at time 12 hour. Product: O=C1NC(CCC1N1C(C2=CC=C(C=C2C1)CNC(=O)NC1=CC(=CC=C1)[N+](=O)[O-])=O)=O (1-((2-(2,6-dioxopiperidin-3-yl)-1-oxoisoindolin-5-yl)methyl)-3-(3-nitrophenyl)urea). The yield is 38.9%. RXN SMILES: Cl.[NH2:2][CH2:3][C:4]1[CH:5]=[C:6]2[C:10](=[CH:11][CH:12]=1)[C:9](=[O:13])[N:8]([CH:14]1[CH2:19][CH2:18][C:17](=[O:20])[NH:16][C:15]1=[O:21])[CH2:7]2.[N+:22]([C:25]1[CH:26]=[C:27]([N:31]=[C:32]=[O:33])[CH:28]=[CH:29][CH:30]=1)([O-:24])=[O:23]>C(#N)C>[O:21]=[C:15]1[CH:14]([N:8]2[CH2:7][C:6]3[C:10](=[CH:11][CH:12]=[C:4]([CH2:3][NH:2][C:32]([NH:31][C:27]4[CH:28]=[CH:29][CH:30]=[C:25]([N+:22]([O-:24])=[O:23])[CH:26]=4)=[O:33])[CH:5]=3)[C:9]2=[O:13])[CH2:19][CH2:18][C:17](=[O:20])[NH:16]1 |f:0.1|. Procedure: To a stirred mixture of 3-(5-aminomethyl-1-oxo-1,3-dihydro-isoindol-2-yl)-piperidine-2,6-dione hydrochloride (0.74 g, 2.00 mmol) and 3-nitropheny isocyanate (0.33 g, 2.00 mmol) in acetonitrile (20 mL) was added TEA (0.56 mL, 4.00 mmol) at RT under nitrogen. After 12 hrs, the solid was filtered and purified by preparative HPLC (gradient: CH3CN/H2O: 15/85 for 5 min, to 100/0 in 10 min, 100/0 for 5 min). After evaporation of the solvent, the residue was triturated in ether (20 mL) for 1 hr. The pro...